From a dataset of the Open Reaction Database (ORD), a public repository of structured organic reaction records. describe an organic reaction: reactants, conditions, products, and yield The reactants are C(C=C)(=O)OCC (Ethyl acrylate), ClC=1C=C(C=CC1OC(C)C)C1=NC(=NO1)C=1C=CC=C2C(=CNC12)CCN (2-[7-(5-{3-chloro-4-[(1-methylethyl)oxy]phenyl}-1,2,4-oxadiazol-3-yl)-1H-indol-3-yl]ethanamine). The reagents and catalysts are C(F)(F)(F)S(=O)(=O)[O-].C(F)(F)(F)S(=O)(=O)[O-].C(F)(F)(F)S(=O)(=O)[O-].[Sc+3] (Sc(OTf)3). Run in ClCCl (dichloromethane). Conditions: time 24 hour. Yields the product ClC=1C=C(C=CC1OC(C)C)C1=NC(=NO1)C=1C=CC=C2C(=CNC12)CCNCCC(=O)OCC (Ethyl N-{2-[7-(5-{3-chloro-4-[(1-methylethyl)oxy]phenyl}-1,2,4-oxadiazol-3-yl)-1H-indol-3-yl]ethyl}-β-alaninate). The yield is 37.5%. RXN SMILES: [C:1]([O:5][CH2:6][CH3:7])(=[O:4])[CH:2]=[CH2:3].[Cl:8][C:9]1[CH:10]=[C:11]([C:19]2[O:23][N:22]=[C:21]([C:24]3[CH:25]=[CH:26][CH:27]=[C:28]4[C:32]=3[NH:31][CH:30]=[C:29]4[CH2:33][CH2:34][NH2:35])[N:20]=2)[CH:12]=[CH:13][C:14]=1[O:15][CH:16]([CH3:18])[CH3:17]>ClCCl.C(S([O-])(=O)=O)(F)(F)F.C(S([O-])(=O)=O)(F)(F)F.C(S([O-])(=O)=O)(F)(F)F.[Sc+3]>[Cl:8][C:9]1[CH:10]=[C:11]([C:19]2[O:23][N:22]=[C:21]([C:24]3[CH:25]=[CH:26][CH:27]=[C:28]4[C:32]=3[NH:31][CH:30]=[C:29]4[CH2:33][CH2:34][NH:35][CH2:3][CH2:2][C:1]([O:5][CH2:6][CH3:7])=[O:4])[N:20]=2)[CH:12]=[CH:13][C:14]=1[O:15][CH:16]([CH3:17])[CH3:18] |f:3.4.5.6|. Reported procedure: Ethyl acrylate (100 mg) and Sc(OTf)3 (5 mg) were added to the solution of 2-[7-(5-{3-chloro-4-[(1-methylethyl)oxy]phenyl}-1,2,4-oxadiazol-3-yl)-1H-indol-3-yl]ethanamine (D84) (530 mg) in dichloromethane (3 mL). The resulting reaction mixture was stirred at room temperature for 24 hours. The reaction mixture was concentrated and the residue was purified by Mass Directed Auto Prep to afford ethyl N-{2-[7-(5-{3-chloro-4-[(1-methylethyl)oxy]phenyl}-1,2,4-oxadiazol-3-yl)-1H-indol-3-yl]ethyl}-β-alanin... Reactants: CC(=O)O, C1CCOC1, CC(C)[N-]C(C)C, CSc1nc2ccccc2n1-c1nc(Cl)nc(N2CCOCC2)n1, [Li+], Nc1cccnc1, O. Yields the product CSc1nc2ccccc2n1-c1nc(Nc2cccnc2)nc(N2CCOCC2)n1. RXN SMILES: [C:40]([OH:41])(=[O:42])[CH3:43].[CH2:44]1[O:45][CH2:46][CH2:47][CH2:48]1.[CH3:9][CH:10]([N-:11][CH:12]([CH3:13])[CH3:14])[CH3:15].[Cl:16][c:17]1[n:18][c:19](-[n:29]2[c:30]([S:38][CH3:39])[n:31][c:32]3[c:33]2[cH:34][cH:35][cH:36][cH:37]3)[n:20][c:21]([N:23]2[CH2:24][CH2:25][O:26][CH2:27][CH2:28]2)[n:22]1.[Li+:8].[NH2:1][c:2]1[cH:3][n:4][cH:5][cH:6][cH:7]1.[OH2:49]>>[NH:1]([c:2]1[cH:3][n:4][cH:5][cH:6][cH:7]1)[c:17]1[n:18][c:19](-[n:29]2[c:30]([S:38][CH3:39])[n:31][c:32]3[c:33]2[cH:34][cH:35][cH:36][cH:37]3)[n:20][c:21]([N:23]2[CH2:24][CH2:25][O:26][CH2:27][CH2:28]2)[n:22]1. Reactants: OC=1C=C2C(=C(N=C(C2=CC1)C1=C2C=NNC2=CC=C1C(C)C)C)C=O (6-hydroxy-1-(5-isopropyl-1H-indazol-4-yl)-3-methyl-isoquinoline-4-carbaldehyde), Cl.CC1(CNCCO1)C (2,2-dimethyl-morpholine hydrochloride), [BH-](OC(=O)C)(OC(=O)C)OC(=O)C.[Na+] (NaB(OAc)3H), [OH-].[Na+] (NaOH). Product: CC1(CN(CCO1)CC1=C(N=C(C2=CC=C(C=C12)O)C1=C2C=NNC2=CC=C1C(C)C)C)C (4-(2,2-dimethyl-morpholin-4-ylmethyl)-1-(5-isopropyl-1H-indazol-4-yl)-3-methyl-isoquinolin-6-ol). Isolated yield 65.6%. The solvent is C(Cl)Cl (DCM), CC(=O)O (AcOH). Conditions: time 6 hour. As a reaction SMILES: [OH:1][C:2]1[CH:3]=[C:4]2[C:9](=[CH:10][CH:11]=1)[C:8]([C:12]1[C:20]([CH:21]([CH3:23])[CH3:22])=[CH:19][CH:18]=[C:17]3[C:13]=1[CH:14]=[N:15][NH:16]3)=[N:7][C:6]([CH3:24])=[C:5]2[CH:25]=O.Cl.[CH3:28][C:29]1([CH3:35])[O:34][CH2:33][CH2:32][NH:31][CH2:30]1.[BH-](OC(C)=O)(OC(C)=O)OC(C)=O.[Na+].[OH-].[Na+]>C(Cl)Cl.CC(O)=O>[CH3:28][C:29]1([CH3:35])[O:34][CH2:33][CH2:32][N:31]([CH2:25][C:5]2[C:4]3[C:9](=[CH:10][CH:11]=[C:2]([OH:1])[CH:3]=3)[C:8]([C:12]3[C:20]([CH:21]([CH3:22])[CH3:23])=[CH:19][CH:18]=[C:17]4[C:13]=3[CH:14]=[N:15][NH:16]4)=[N:7][C:6]=2[CH3:24])[CH2:30]1 |f:1.2,3.4,5.6|. Procedure: A mixture of 6-hydroxy-1-(5-isopropyl-1H-indazol-4-yl)-3-methyl-isoquinoline-4-carbaldehyde (246 mg, 0.71 mmol), 2,2-dimethyl-morpholine hydrochloride (216 mg, 1.4 mmol), NaB(OAc)3H (451 mg, 2.1 mmol), and AcOH (30 uL) in DCM (10 ml) is stirred for 6 h at room temperature. 1N—NaOH (5 ml) is added and the mixture is extracted with DCM. The combined extracts are dried over Na2SO4 and concentrated in vacuo. The residue is chromatographed on silica gel eluting with DCM/MeOH (10:1) to give 207 mg of ... Starting materials: ClC1=NC2=CC=CC=C2C=C1 (2-Chloroquinoline), [N+](=O)([O-])C1=CC=C(C=C1)S (4-nitrothiophenol), C([O-])([O-])=O.[K+].[K+] (potassium carbonate). Solvent: C(C)O (ethanol). Run at time 1.5 hour. Product: [N+](=O)([O-])C1=CC=C(C=C1)SC1=NC2=CC=CC=C2C=C1 (2-(4-nitrophenylthio)quinoline). The yield is 76.7%. As a reaction SMILES: Cl[C:2]1[CH:11]=[CH:10][C:9]2[C:4](=[CH:5][CH:6]=[CH:7][CH:8]=2)[N:3]=1.[N+:12]([C:15]1[CH:20]=[CH:19][C:18]([SH:21])=[CH:17][CH:16]=1)([O-:14])=[O:13].C(=O)([O-])[O-].[K+].[K+]>C(O)C>[N+:12]([C:15]1[CH:20]=[CH:19][C:18]([S:21][C:2]2[CH:11]=[CH:10][C:9]3[C:4](=[CH:5][CH:6]=[CH:7][CH:8]=3)[N:3]=2)=[CH:17][CH:16]=1)([O-:14])=[O:13] |f:2.3.4|. Procedure: 2-Chloroquinoline (0.12 moles, 20.0 g), 4-nitrothiophenol (0.13 moles, 20.8 g), and potassium carbonate (0.13 moles, 18.5 g) were dissolved in 800 ml ethanol and stirred at room temperature for 1.5 hr. The mixture was filtered and the solid washed with ethanol. The solid was dissolved with ethyl acetate, washed with water, dried over sodium sulfate and concentrated to yield 2-(4-nitrophenylthio)quinoline 26.0 g, 77%. Mass Spec (FD) 282. Calculated for C15H10N2O2S: C, 63.82, H 3.57; N, 9.92. Foun... Reactants: O=C([O-])[O-], CN(C)C=O, O=C(Nc1cn2nc(I)ccc2n1)C1CC1, [K+], [K+], Oc1cccc2[nH]ccc12. The product is O=C(Nc1cn2nc(Oc3cccc4[nH]ccc34)ccc2n1)C1CC1. Reaction SMILES: [C:27](=[O:28])([O-:29])[O-:30].[CH3:33][N:34]([CH3:35])[CH:36]=[O:37].[I:1][c:2]1[cH:3][cH:4][c:5]2[n:6]([n:7]1)[cH:8][c:9]([NH:11][C:12](=[O:13])[CH:14]1[CH2:15][CH2:16]1)[n:10]2.[K+:31].[K+:32].[nH:17]1[cH:18][cH:19][c:20]2[c:21]([OH:26])[cH:22][cH:23][cH:24][c:25]12>>[c:2]1([O:26][c:21]2[c:20]3[cH:19][cH:18][nH:17][c:25]3[cH:24][cH:23][cH:22]2)[cH:3][cH:4][c:5]2[n:6]([n:7]1)[cH:8][c:9]([NH:11][C:12](=[O:13])[CH:14]1[CH2:15][CH2:16]1)[n:10]2. The reactants are C1(CCCC1)C=1C=CC(=NC1OCC1CC1)C(=O)O (5-cyclopentyl-6-cyclopropylmethoxy-pyridine-2-carboxylic acid), NC(C(=O)NC)(C)C (2-amino-N,2-dimethyl-propanamide). Yields the product CC(C)(C(NC)=O)NC(=O)C1=NC(=C(C=C1)C1CCCC1)OCC1CC1 (5-Cyclopentyl-6-cyclopropylmethoxy-pyridine-2-carboxylic acid (1-methyl-1-methylcarbamoyl-ethyl)-amide). Reaction SMILES: [CH:1]1([C:6]2[CH:7]=[CH:8][C:9]([C:17]([OH:19])=O)=[N:10][C:11]=2[O:12][CH2:13][CH:14]2[CH2:16][CH2:15]2)[CH2:5][CH2:4][CH2:3][CH2:2]1.[NH2:20][C:21]([CH3:27])([CH3:26])[C:22]([NH:24][CH3:25])=[O:23]>>[CH3:26][C:21]([NH:20][C:17]([C:9]1[CH:8]=[CH:7][C:6]([CH:1]2[CH2:2][CH2:3][CH2:4][CH2:5]2)=[C:11]([O:12][CH2:13][CH:14]2[CH2:15][CH2:16]2)[N:10]=1)=[O:19])([C:22](=[O:23])[NH:24][CH3:25])[CH3:27]. Procedure details: The title compound was synthesized in analogy to Example 1, using 5-cyclopentyl-6-cyclopropylmethoxy-pyridine-2-carboxylic acid (Example 39 b) and 2-amino-N,2-dimethyl-propanamide (CAN 106914-07-2) as starting materials, MS (LC/MS): 360.2 [M+H]+. Reactants: C(C1=CC=CC=C1)(=O)OC(CCCCCCCCCCC)CCCCCCCC (Octyldodecyl Benzoate), C(CCCCCCC)(=O)[O-] (Octanoate), C(C(O)C)(=O)[O-] (Lactate), C(C(C)(C)C)(=O)[O-] (Neopentanoate). Yields the product CCCCCCCCCCC(CCCCCCCC)CO (Octyldodecanol). Reaction SMILES: C(O[CH:10]([CH2:22][CH2:23][CH2:24][CH2:25][CH2:26][CH2:27][CH2:28]C)[CH2:11][CH2:12][CH2:13][CH2:14][CH2:15][CH2:16][CH2:17][CH2:18][CH2:19][CH2:20][CH3:21])(=O)C1C=CC=CC=1.C([O-])(=O)[CH:31](C)[OH:32].C([O-])(=O)C(C)(C)C.C([O-])(=O)CCCCCCC>>[CH3:21][CH2:20][CH2:19][CH2:18][CH2:17][CH2:16][CH2:15][CH2:14][CH2:13][CH2:12][CH:11]([CH2:31][OH:32])[CH2:10][CH2:22][CH2:23][CH2:24][CH2:25][CH2:26][CH2:27][CH3:28]. Procedure details: Octyldodecyl Benzoate, Lactate, Neopentanoate or Octanoate